describe an organic reaction: reactants, conditions, products, and yield From a dataset of the Open Reaction Database (ORD), a public repository of structured organic reaction records. Reactants: C1(=CC(=CC(=C1)CNCCCNCCCNCCCC)CNCCCNCCCNCCCC)C1=CC=CC=C1 (N1,N1′-([1,1′-biphenyl]-3,5-diylbis(methylene))bis(N3-(3-(butylamino)propyl)propane-1,3-diamine)), Cl (HCl). Run at time 2 hour. Yields the product Cl.C1(=CC(=CC(=C1)CNCCCNCCCNCCCC)CNCCCNCCCNCCCC)C1=CC=CC=C1 (N1,N1′-([1,1′-biphenyl]-3,5-diylbis(methylene))bis(N3-(3-(butylamino)propyl)propane-1,3-diamine) hydrochloride salt). Isolated yield 51.0%. Reaction SMILES: [C:1]1([C:35]2[CH:40]=[CH:39][CH:38]=[CH:37][CH:36]=2)[CH:6]=[C:5]([CH2:7][NH:8][CH2:9][CH2:10][CH2:11][NH:12][CH2:13][CH2:14][CH2:15][NH:16][CH2:17][CH2:18][CH2:19][CH3:20])[CH:4]=[C:3]([CH2:21][NH:22][CH2:23][CH2:24][CH2:25][NH:26][CH2:27][CH2:28][CH2:29][NH:30][CH2:31][CH2:32][CH2:33][CH3:34])[CH:2]=1.[ClH:41]>>[ClH:41].[C:1]1([C:35]2[CH:40]=[CH:39][CH:38]=[CH:37][CH:36]=2)[CH:2]=[C:3]([CH2:21][NH:22][CH2:23][CH2:24][CH2:25][NH:26][CH2:27][CH2:28][CH2:29][NH:30][CH2:31][CH2:32][CH2:33][CH3:34])[CH:4]=[C:5]([CH2:7][NH:8][CH2:9][CH2:10][CH2:11][NH:12][CH2:13][CH2:14][CH2:15][NH:16][CH2:17][CH2:18][CH2:19][CH3:20])[CH:6]=1 |f:2.3|. Procedure details: To the crude N1,N1′-([1,1′-biphenyl]-3,5-diylbis(methylene))bis(N3-(3-(butylamino)propyl)propane-1,3-diamine) from step 2 was subjected to acidification with methanolic HCl (100 mL, 1.0M). The reaction mixture stirred at rt for 2 h. The reaction mixture was concentrated under reduced pressure and the solid was collected by vacuum filtration and washed with Et2O (50 mL) and hot MeOH (50 mL) to afford the desired product (1.24 g, 51%) as a white solid. 1H NMR (500 MHz, D2O) δ 7.83 (s, 2H), 7.71 (d...